Dataset: the Open Reaction Database (ORD), a public repository of structured organic reaction records. Task: describe an organic reaction: reactants, conditions, products, and yield The reactants are 1-ethoxyvinyltri-N-butyltin, IC1=CC2=C(NC(=N2)N2CCC3(CC2)OC(C2=CC=CC=C23)=O)C=C1 (1′-(5-iodo-1H-benzimidazol-2-yl)-spiro[isobenzofuran-1,4′-piperidin]-3-one), O1CCOCC1 (dioxane). Reagents/catalysts: [Pd](Cl)Cl.C1(=CC=CC=C1)P(C1=CC=CC=C1)C1=CC=CC=C1.C1(=CC=CC=C1)P(C1=CC=CC=C1)C1=CC=CC=C1 (bis (triphenyl-phosphine) palladium (II) chloride). Conditions: time 30 minute. Yields the product C(C)(=O)C1=CC2=C(NC(=N2)N2CCC3(CC2)OC(C2=CC=CC=C23)=O)C=C1 (1′-(5-acetyl-1H-benzimidazol-2-yl)-spiro[isobenzofuran-1,4′-piperidin]-3-one). RXN SMILES: I[C:2]1[CH:25]=[CH:24][C:5]2[NH:6][C:7]([N:9]3[CH2:14][CH2:13][C:12]4([C:22]5[C:17](=[CH:18][CH:19]=[CH:20][CH:21]=5)[C:16](=[O:23])[O:15]4)[CH2:11][CH2:10]3)=[N:8][C:4]=2[CH:3]=1.[O:26]1CCO[CH2:28][CH2:27]1>[Pd](Cl)Cl.C1(P(C2C=CC=CC=2)C2C=CC=CC=2)C=CC=CC=1.C1(P(C2C=CC=CC=2)C2C=CC=CC=2)C=CC=CC=1>[C:27]([C:2]1[CH:25]=[CH:24][C:5]2[NH:6][C:7]([N:9]3[CH2:14][CH2:13][C:12]4([C:22]5[C:17](=[CH:18][CH:19]=[CH:20][CH:21]=5)[C:16](=[O:23])[O:15]4)[CH2:11][CH2:10]3)=[N:8][C:4]=2[CH:3]=1)(=[O:26])[CH3:28] |f:2.3.4|. Procedure details: Add 1-ethoxyvinyltri-N-butyltin (0.49 g, 1.35 mmol) and bis (triphenyl-phosphine) palladium (II) chloride (0.05 g) to a solution of 1′-(5-iodo-1H-benzimidazol-2-yl)-spiro[isobenzofuran-1,4′-piperidin]-3-one (0.12 g, 0.27 mmol) in dioxane (5 mL). Reflux the reaction mixture for 12 hours. After cooling to ambient temperature, concentrate the reaction mixture in vacuo, and add to a solution of 10% HCl (2 mL) in THF (5 mL). After stirring for 30 minutes, dilute the solution with EtOAc (30 mL), and w... Starting materials: COC(=O)C=1C=C2C(=NC1)NC=C2 (1H-pyrrolo[2,3-b]pyridin-5-carboxylic acid methyl ester), [OH-].[Na+] (sodium hydroxide), C1(=CC=CC=C1)S(=O)(=O)Cl (Benzene sulfonyl chloride). The reagents and catalysts are [Br-].C(CCC)[N+](CCCC)(CCCC)CCCC (tetrabutylammonium bromide). Solvent: ClCCl (dichloromethane). Reaction conditions: temperature 0 celsius, time 5 minute. Yields the product COC(=O)C=1C=C2C(=NC1)N(C=C2)S(=O)(=O)C2=CC=CC=C2 (1-benzenesulfonyl-1H-pyrrolo[2,3-b]pyridin-5-carboxylic acid methyl ester). Reaction SMILES: [CH3:1][O:2][C:3]([C:5]1[CH:6]=[C:7]2[CH:13]=[CH:12][NH:11][C:8]2=[N:9][CH:10]=1)=[O:4].[OH-].[Na+].[C:16]1([S:22](Cl)(=[O:24])=[O:23])[CH:21]=[CH:20][CH:19]=[CH:18][CH:17]=1>[Br-].C([N+](CCCC)(CCCC)CCCC)CCC.ClCCl>[CH3:1][O:2][C:3]([C:5]1[CH:6]=[C:7]2[CH:13]=[CH:12][N:11]([S:22]([C:16]3[CH:21]=[CH:20][CH:19]=[CH:18][CH:17]=3)(=[O:24])=[O:23])[C:8]2=[N:9][CH:10]=1)=[O:4] |f:1.2,4.5|. Procedure: To a solution of tetrabutylammonium bromide (154 mg, 0.48 mmol) and 1H-pyrrolo[2,3-b]pyridin-5-carboxylic acid methyl ester (2.8 g, 15.9 mmol) in dichloromethane (40 mL) was added sodium hydroxide powder (1.9 g, 47.7 mmol) at 0° C. The mixture was stirred at 0° C. for 5 min. Benzene sulfonyl chloride (3 mL, 23.8 mmol) was added slowly to the above mixture at 0° C. and the resulting mixture was stirred at 0° C. for another 15 min before it was warmed to 25° C. and kept at that temperature for 12 ... Reactants: FC1=C(C(=CC=C1)F)C=CC(=O)C=1N=C(SC1)C1CCN(CC1)C(CN1N=C(C=C1C)C(F)(F)F)=O (3-(2,6-difluorophenyl)-1-[2-[1-[2-[5-methyl-3-(trifluoromethyl)-1H-pyrazol-1-yl]acetyl]-4-piperidinyl]-4-thiazolyl]-2-propen-1-one), FC1=C(C(=CC=C1)F)C=CC(=O)C=1N=C(SC1)C1CCN(CC1)C(CN1N=C(C=C1C)C(F)(F)F)=O (3-(2,6-difluorophenyl)-1-[2-[1-[2-[5-methyl-3-(trifluoromethyl)-1H-pyrazol-1-yl]acetyl]-4-piperidinyl]-4-thiazolyl]-2-propen-1-one), Cl.NO (hydroxylamine hydrochloride). Run in CO (methanol). Yields the product FC1=C(C(=CC=C1)F)C=CC(=NO)C=1N=C(SC1)C1CCN(CC1)C(CN1N=C(C=C1C)C(F)(F)F)=O (3-(2,6-difluorophenyl)-1-[2-[1-[2-[5-methyl-3-(trifluoromethyl)-1H-pyrazol-1-yl]acetyl]-4-piperidinyl]-4-thiazolyl]-2-propen-1-one 1-oxime). Reaction SMILES: [F:1][C:2]1[CH:7]=[CH:6][CH:5]=[C:4]([F:8])[C:3]=1[CH:9]=[CH:10][C:11]([C:13]1[N:14]=[C:15]([CH:18]2[CH2:23][CH2:22][N:21]([C:24](=[O:36])[CH2:25][N:26]3[C:30]([CH3:31])=[CH:29][C:28]([C:32]([F:35])([F:34])[F:33])=[N:27]3)[CH2:20][CH2:19]2)[S:16][CH:17]=1)=O.Cl.[NH2:38][OH:39]>CO>[F:1][C:2]1[CH:7]=[CH:6][CH:5]=[C:4]([F:8])[C:3]=1[CH:9]=[CH:10][C:11]([C:13]1[N:14]=[C:15]([CH:18]2[CH2:23][CH2:22][N:21]([C:24](=[O:36])[CH2:25][N:26]3[C:30]([CH3:31])=[CH:29][C:28]([C:32]([F:35])([F:34])[F:33])=[N:27]3)[CH2:20][CH2:19]2)[S:16][CH:17]=1)=[N:38][OH:39] |f:1.2|. Procedure: A solution of 3-(2,6-difluorophenyl)-1-[2-[1-[2-[5-methyl-3-(trifluoromethyl)-1H-pyrazol-1-yl]acetyl]-4-piperidinyl]-4-thiazolyl]-2-propen-1-one (i.e. the product of Example 2, Step A) (0.5 g, 0.93 mmol) and hydroxylamine hydrochloride (0.078 g, 1.14 mmol) in methanol (10 mL) was heated at reflux for 2 h. The reaction mixture was concentrated under reduced pressure and partitioned between dichloromethane and saturated sodium bicarbonate. The mixture was poured onto a Celite® extraction tube (Che... The reactants are O=C(Cn1c(=O)sc2ccc(Cl)cc21)N1CCC(O)CC1, O=C(Cl)Cl, N, C1COCCO1. Yields the product NC(=O)OC1CCN(C(=O)Cn2c(=O)sc3ccc(Cl)cc32)CC1. As a reaction SMILES: [Cl:1][c:2]1[cH:3][cH:4][c:5]2[c:6]([n:7]([CH2:11][C:12](=[O:13])[N:14]3[CH2:15][CH2:16][CH:17]([OH:20])[CH2:18][CH2:19]3)[c:8](=[O:10])[s:9]2)[cH:21]1.[Cl:22][C:23]([Cl:24])=[O:25].[NH3:26].[O:27]1[CH2:28][CH2:29][O:30][CH2:31][CH2:32]1>>[Cl:1][c:2]1[cH:3][cH:4][c:5]2[c:6]([n:7]([CH2:11][C:12](=[O:13])[N:14]3[CH2:15][CH2:16][CH:17]([O:20][C:23](=[O:25])[NH2:26])[CH2:18][CH2:19]3)[c:8](=[O:10])[s:9]2)[cH:21]1.